This data is from the Open Reaction Database (ORD), a public repository of structured organic reaction records. The task is: describe an organic reaction: reactants, conditions, products, and yield Reactants: COC(C1=CN=C(C=C1)\C=C\C=1C(=NOC1C)C1=CC=CC=C1)=O (6-[(E)-2-(5-methyl-3-phenyl-isoxazol-4-yl)-vinyl]-nicotinic acid methyl ester), CC(CO)N (DL-2-amino-1-propanol). Product: OCC(C)NC(C1=CN=C(C=C1)\C=C\C=1C(=NOC1C)C1=CC=CC=C1)=O (N-(2-Hydroxy-1-methyl-ethyl)-6-[(E)-2-(5-methyl-3-phenyl-isoxazol-4-yl)-vinyl]-nicotinamide). The yield is 75.0%. As a reaction SMILES: CO[C:3](=[O:24])[C:4]1[CH:9]=[CH:8][C:7](/[CH:10]=[CH:11]/[C:12]2[C:13]([C:18]3[CH:23]=[CH:22][CH:21]=[CH:20][CH:19]=3)=[N:14][O:15][C:16]=2[CH3:17])=[N:6][CH:5]=1.[CH3:25][CH:26]([NH2:29])[CH2:27][OH:28]>>[OH:28][CH2:27][CH:26]([NH:29][C:3](=[O:24])[C:4]1[CH:9]=[CH:8][C:7](/[CH:10]=[CH:11]/[C:12]2[C:13]([C:18]3[CH:19]=[CH:20][CH:21]=[CH:22][CH:23]=3)=[N:14][O:15][C:16]=2[CH3:17])=[N:6][CH:5]=1)[CH3:25]. Procedure: As described in example 4, 6-[(E)-2-(5-methyl-3-phenyl-isoxazol-4-yl)-vinyl]-nicotinic acid methyl ester (200 mg, 0.62 mmol), using DL-2-amino-1-propanol instead of ethanolamine, was converted to the title compound (170 mg, 75%) which was obtained as a white solid after purification by chromatography (silica, dichloromethane:methanol 100:0 to 93:7). MS: m/e=364.4 [M+H]+. The reactants are C(C)(=O)Cl (Acetyl chloride), NC1(CCCC1)C(=O)O (Cycloleucine). Run in CO (methanol). Run at time 8 hour. Product: Cl.COC(C1(N)CCCC1)=O (cycloleucine methyl ester hydrochloride). Reaction SMILES: [C:1]([Cl:4])(=O)C.[NH2:5][C:6]1([C:11]([OH:13])=[O:12])[CH2:10][CH2:9][CH2:8][CH2:7]1>CO>[ClH:4].[CH3:1][O:12][C:11](=[O:13])[C:6]1([CH2:10][CH2:9][CH2:8][CH2:7]1)[NH2:5] |f:3.4|. Procedure details: Acetyl chloride (1 mL) was added to a cooled solution of methanol (10 mL) and the solution was allowed to warm to room temperature. Cycloleucine (Aldrich; 0.3 g, 2.3 mmol) was added and the solution was allowed to stir overnight at room temperature. The solvent was then evaporated to give cycloleucine methyl ester hydrochloride as an off-white solid which was then combined with 5-(biphenyl-4-yloxymethyl)-furan-2-carboxylic acid (of Intermediate 8; 0.085 g, 0.29 mmol), 1-ethyl-3-(3-dimethylaminop... The reactants are CC=1SC=C(N1)COC1=CC=C(C(=O)O)C=C1 (4-(2-methylthiazol4-ylmethoxy)benzoic acid), NC=1C=C(C=CC1C)NC(=O)C1=CC(=NC=C1)N1CCOCC1 (N-(3-amino4-methylphenyl)-2-morpholinopyridine-4-carboxamide). Product: CC1=C(C=C(C=C1)NC(=O)C1=CC(=NC=C1)N1CCOCC1)NC(C1=CC=C(C=C1)OCC=1N=C(SC1)C)=O (N-{4-methyl-3-[4-(2-methylthiazol4-ylmethoxy)benzamido]phenyl}-2-morpholinopyridine-4-carboxamide). As a reaction SMILES: [CH3:1][C:2]1[S:3][CH:4]=[C:5]([CH2:7][O:8][C:9]2[CH:17]=[CH:16][C:12]([C:13]([OH:15])=O)=[CH:11][CH:10]=2)[N:6]=1.[NH2:18][C:19]1[CH:20]=[C:21]([NH:26][C:27]([C:29]2[CH:34]=[CH:33][N:32]=[C:31]([N:35]3[CH2:40][CH2:39][O:38][CH2:37][CH2:36]3)[CH:30]=2)=[O:28])[CH:22]=[CH:23][C:24]=1[CH3:25]>>[CH3:25][C:24]1[CH:23]=[CH:22][C:21]([NH:26][C:27]([C:29]2[CH:34]=[CH:33][N:32]=[C:31]([N:35]3[CH2:36][CH2:37][O:38][CH2:39][CH2:40]3)[CH:30]=2)=[O:28])=[CH:20][C:19]=1[NH:18][C:13](=[O:15])[C:12]1[CH:11]=[CH:10][C:9]([O:8][CH2:7][C:5]2[N:6]=[C:2]([CH3:1])[S:3][CH:4]=2)=[CH:17][CH:16]=1. Procedure: Using an analogous procedure to that described in the first paragraph of Example 26, 4-(2-methylthiazol4-ylmethoxy)benzoic acid was reacted with N-(3-amino4-methylphenyl)-2-morpholinopyridine-4-carboxamide. The reaction product was purified by column chromatography on silica using a 97:3 mixture of methylene chloride and methanol as eluent. There was thus obtained to give the title compound; NMR Spectrum: (DMSOd6) 2.2 (s, 3H), 2.44 (s, 3H), 3.5 (t, 4H), 3.7 (t, 4H), 5.19 (s, 2H), 7.11 (m, 3H), 7... The reactants are CC[Sn](CC)(CC)CC, COc1cc2c3c4c(c(-c5ccccc5)cc3n(C)c2cc1OS(=O)(=O)C(F)(F)F)C(=O)NC4=O. Yields the product CCc1cc2c(cc1OC)c1c3c(c(-c4ccccc4)cc1n2C)C(=O)NC3=O. RXN SMILES: [CH2:36]([CH3:37])[Sn:38]([CH2:39][CH3:40])([CH2:41][CH3:42])[CH2:43][CH3:44].[F:1][C:2]([F:3])([F:4])[S:5]([O:6][c:7]1[c:8]([O:32][CH3:33])[cH:9][c:10]2[c:11]3[c:12]4[c:13]([c:14](-[c:21]5[cH:22][cH:23][cH:24][cH:25][cH:26]5)[cH:15][c:16]3[n:17]([CH3:20])[c:18]2[cH:19]1)[C:27](=[O:31])[NH:28][C:29]4=[O:30])(=[O:34])=[O:35]>>[c:7]1([CH2:36][CH3:37])[c:8]([O:32][CH3:33])[cH:9][c:10]2[c:11]3[c:12]4[c:13]([c:14](-[c:21]5[cH:22][cH:23][cH:24][cH:25][cH:26]5)[cH:15][c:16]3[n:17]([CH3:20])[c:18]2[cH:19]1)[C:27](=[O:31])[NH:28][C:29]4=[O:30]. The reactants are O=C1N=C2C(=CC=CC2=C2C1CCO2)OC(F)(F)F (4-Oxo-6-trifluormethoxy-2,3-dihydrofuro[3,2-c] quinoline), CC1=C(N)C=CC=C1 (2-methylaniline). Run in C(COCCO)O (diethylene glycol), salt, O (water). Run at temperature 250 celsius. The product is CC1=C(C=CC=C1)N1CCC=2C(NC=3C(=CC=CC3C21)OC(F)(F)F)=O (1-(2-methylphenyl)-4-oxo-6-tri fluormethoxy-2,3,4,5-tetrahydropyrrolo[3,2-c] quinoline). Isolated yield 82.7%. Reaction SMILES: [O:1]=[C:2]1[CH:11]2[CH2:12][CH2:13]O[C:10]2=[C:9]2[C:4]([C:5]([O:15][C:16]([F:19])([F:18])[F:17])=[CH:6][CH:7]=[CH:8]2)=[N:3]1.[CH3:20][C:21]1[CH:27]=[CH:26][CH:25]=[CH:24][C:22]=1[NH2:23]>C(O)COCCO.O>[CH3:20][C:21]1[CH:27]=[CH:26][CH:25]=[CH:24][C:22]=1[N:23]1[C:10]2[C:9]3[CH:8]=[CH:7][CH:6]=[C:5]([O:15][C:16]([F:19])([F:18])[F:17])[C:4]=3[NH:3][C:2](=[O:1])[C:11]=2[CH2:12][CH2:13]1. Reported procedure: 4-Oxo-6-trifluormethoxy-2,3-dihydrofuro[3,2-c] quinoline (272 mg, 1.0 mmol) was dissolved in 10 ml of diethylene glycol and 2-methylaniline (267 μl 1.0 mmol) was added under nitrogen. The reaction mixture was heated at 250° C. for 15 hours. The reaction mixture was diluted with 20 ml of salt water and the aqueous layer was extracted with methylene chloride (15 ml×3). After washing with water (15 ml×3), the organic layer was dried by anhydrous magnesium sulfate and filtered, and concentrated unde... The reactants are C(C)OC(=O)C=1NC(=NC1C)I (2-Iodo-5-methyl-3H-imidazole-4-carboxylic acid ethyl ester), BrCC1=NOC(=C1)C=1SC(=CC1)Cl (3-Bromomethyl-5-(5-chloro-thiophen-2-yl)-isoxazole), O (water), 0107436 A2. The solvent is CN(C)C=O (DMF). Reaction conditions: time 2 hour. Yields the product C(C)OC(=O)C=1N(C(=NC1C)I)CC1=NOC(=C1)C=1SC(=CC1)Cl (3-[5-(5-Chloro-thiophen-2-yl)-isoxazol-3-ylmethyl]-2-iodo-5-methyl-3H-imidazole-4-carboxylic acid ethyl ester). RXN SMILES: [CH2:1]([O:3][C:4]([C:6]1[NH:7][C:8]([I:12])=[N:9][C:10]=1[CH3:11])=[O:5])[CH3:2].Br[CH2:14][C:15]1[CH:19]=[C:18]([C:20]2[S:21][C:22]([Cl:25])=[CH:23][CH:24]=2)[O:17][N:16]=1.O>CN(C=O)C>[CH2:1]([O:3][C:4]([C:6]1[N:7]([CH2:14][C:15]2[CH:19]=[C:18]([C:20]3[S:21][C:22]([Cl:25])=[CH:23][CH:24]=3)[O:17][N:16]=2)[C:8]([I:12])=[N:9][C:10]=1[CH3:11])=[O:5])[CH3:2]. Procedure: To a solution of 500 mg 2-Iodo-5-methyl-3H-imidazole-4-carboxylic acid ethyl ester in 2 ml DMF 1.1 g caesium carbonate and 547 mg 3-Bromomethyl-5-(5-chloro-thiophen-2-yl)-isoxazole [prepared by adopting a procedure described by Ewing, William R.; Becker, Michael R.; Choi-Sledeski, Yong Mi; Pauls, Heinz W.; He, Wei; Condon, Stephen M.; Davis, Roderick S.; Hanney, Barbara A.; Spada, Alfred P.; Burns, Christopher J.; Jiang, John Z.; Li, Aiwen; Myers, Michael R.; Lau, Wan F.; Poli, Gregory B; PCT In... Reactants: CN(CCNC(C1=CC=CC=C1)=O)C (N-(2-dimethylaminoethyl)benzamide), ClCC1=CC=CC=C1 (α-chlorotoluene). Run in C(C)#N (acetonitrile). Yields the product [Cl-].C[N+](CCNC(C1=CC=CC=C1)=O)(C)CC1=CC=CC=C1 (N,N-Dimethyl-N-(2-benzoylaminoethyl)benzylammonium Chloride). RXN SMILES: [CH3:1][N:2]([CH3:14])[CH2:3][CH2:4][NH:5][C:6](=[O:13])[C:7]1[CH:12]=[CH:11][CH:10]=[CH:9][CH:8]=1.[Cl:15][CH2:16][C:17]1[CH:22]=[CH:21][CH:20]=[CH:19][CH:18]=1>C(#N)C>[Cl-:15].[CH3:1][N+:2]([CH2:16][C:17]1[CH:22]=[CH:21][CH:20]=[CH:19][CH:18]=1)([CH3:14])[CH2:3][CH2:4][NH:5][C:6](=[O:13])[C:7]1[CH:12]=[CH:11][CH:10]=[CH:9][CH:8]=1 |f:3.4|. Reported procedure: A solution of 19.23 grams (0.10 mol) of the N-(2-dimethylaminoethyl)benzamide, prepared as described in Example 1, 12.66 grams (0.10 mol) of α-chlorotoluene and 64 milliters of acetonitrile was heated at reflux for 19.75 hours. Solid crystallized on cooling which was collected, washed with acetonitrile and dried. The yield of product was 24.0 grams (75.27% of theory); mp=175°-176° C. The reactants are O (Water), BrC=1C=C(C=CC1)C(C)(C)NC(CCl)=O (N-[1-(3-bromo-phenyl)-1-methyl-ethyl]-2-chloro-acetamide), NC(=S)N (thiourea), C(C)(=O)O (acetic acid). Run in C(C)O (ethanol). Yields the product BrC=1C=C(C=CC1)C(C)(C)N (1-(3-Bromo-phenyl)-1-methyl-ethylamine). RXN SMILES: [Br:1][C:2]1[CH:3]=[C:4]([C:8]([NH:11]C(=O)CCl)([CH3:10])[CH3:9])[CH:5]=[CH:6][CH:7]=1.NC(N)=S.C(O)(=O)C.O>C(O)C>[Br:1][C:2]1[CH:3]=[C:4]([C:8]([NH2:11])([CH3:9])[CH3:10])[CH:5]=[CH:6][CH:7]=1. Procedure details: The mixture of N-[1-(3-bromo-phenyl)-1-methyl-ethyl]-2-chloro-acetamide (1.0 g, 3.5 mmol), thiourea (0.32 g, 4.2 mmol), acetic acid (1.5 mL) in ethanol (7 mL) was heated to reflux for 10 h and brought to room temperature. Water was added to the mixture until a precipitate was formed which was filtered. The filtrate was made basic pH 7-8 with 15% NaOH. The product was extracted with ethyl acetate and concentrated to afford a yellow solid. M+1=214. Reactants: BrC(Br)(Br)Br, ClCCl, OCCC(F)(F)c1ccc(F)cc1, O, c1ccc(P(c2ccccc2)c2ccccc2)cc1. The product is Fc1ccc(C(F)(F)CCBr)cc1. As a reaction SMILES: [Br:1][C:2]([Br:3])([Br:4])[Br:5].[Cl:38][CH2:39][Cl:40].[F:6][C:7]([CH2:8][CH2:9][OH:10])([c:11]1[cH:12][cH:13][c:14]([F:17])[cH:15][cH:16]1)[F:18].[OH2:41].[c:19]1([P:20]([c:21]2[cH:22][cH:23][cH:24][cH:25][cH:26]2)[c:27]2[cH:28][cH:29][cH:30][cH:31][cH:32]2)[cH:33][cH:34][cH:35][cH:36][cH:37]1>>[CH2:2]([Br:5])[CH2:8][C:7]([F:6])([c:11]1[cH:12][cH:13][c:14]([F:17])[cH:15][cH:16]1)[F:18].